From a dataset of the Open Reaction Database (ORD), a public repository of structured organic reaction records. describe an organic reaction: reactants, conditions, products, and yield The reactants are C(CCCCCCCCCCC\C=C/CCCCCCCC)(=O)O (erucic acid), C(CCCCCCCC)=O (nonanal), C(CCCCCCCCCCCC)=O (tridecanealdehyde). Product: C(CCCCCCCCCCCC(=O)O)(=O)O (tridecanedioic acid). As a reaction SMILES: [C:1]([OH:24])(=[O:23])[CH2:2][CH2:3][CH2:4]CCCCCCCC/C=C\CCCCCCCC.[CH:25](=[O:34])[CH2:26][CH2:27][CH2:28][CH2:29][CH2:30][CH2:31][CH2:32][CH3:33].C(=[O:48])CCCCCCCCCCCC>>[C:1]([OH:24])(=[O:23])[CH2:2][CH2:3][CH2:4][CH2:33][CH2:32][CH2:31][CH2:30][CH2:29][CH2:28][CH2:27][CH2:26][C:25]([OH:48])=[O:34]. Procedure: 338.58 g (1 mol) of erucic acid (purity 95%) were ozonized in analogy to Example 1 and then hydrogenation was carried out. The hydrogenation solution obtained in this way contained nonanal and tridecanealdehyde acid and was divided by distillation. For oxidation, the corresponding aldehyde fraction was employed and was oxidized at 14 bar in analogy to Example 1. 185 g of tridecanedioic acid per cycle were obtained with a purity of 95%. The reactants are ClC1=CC=C(C#N)C=C1 (4-chlorobenzonitrile), C1(=CC=CC=C1)NC1=CC=CC=C1 (diphenylamine), C(C)(C)(C)P(C(C)(C)C)C(C)(C)C (tri-t-butylphosphine). The reagents and catalysts are C=1C=CC(=CC1)/C=C/C(=O)/C=C/C2=CC=CC=C2.C=1C=CC(=CC1)/C=C/C(=O)/C=C/C2=CC=CC=C2.[Pd] (Pd(dba)2). The solvent is C1(=CC=CC=C1)C (toluene). Conditions: time 5.5 hour. The product is C(#N)C1=CC=C(C=C1)N(C1=CC=CC=C1)C1=CC=CC=C1 (N-(4-cyanophenyl)diphenylamine). The yield is 89.5%. Reaction SMILES: Cl[C:2]1[CH:9]=[CH:8][C:5]([C:6]#[N:7])=[CH:4][CH:3]=1.[C:10]1([NH:16][C:17]2[CH:22]=[CH:21][CH:20]=[CH:19][CH:18]=2)[CH:15]=[CH:14][CH:13]=[CH:12][CH:11]=1.C(P(C(C)(C)C)C(C)(C)C)(C)(C)C>C1(C)C=CC=CC=1.C1C=CC(/C=C/C(/C=C/C2C=CC=CC=2)=O)=CC=1.C1C=CC(/C=C/C(/C=C/C2C=CC=CC=2)=O)=CC=1.[Pd]>[C:6]([C:5]1[CH:8]=[CH:9][C:2]([N:16]([C:17]2[CH:18]=[CH:19][CH:20]=[CH:21][CH:22]=2)[C:10]2[CH:15]=[CH:14][CH:13]=[CH:12][CH:11]=2)=[CH:3][CH:4]=1)#[N:7] |f:4.5.6|. Reported procedure: The above general procedure was followed using 4-chlorobenzonitrile (138 mg, 1.00 mmol) and diphenylamine (169 mg, 1.00 mmol) with 1 mol % Pd(dba)2 and 0.8 mol % tri-t-butylphosphine in 2.0 mL of toluene. After 5.5 hours, the reaction mixture was adsorbed onto silica gel and chromatographed with 50% toluene/hexanes to give 242 mg (90%) of N-(4-cyanophenyl)diphenylamine as a white solid.